From a dataset of the Open Reaction Database (ORD), a public repository of structured organic reaction records. describe an organic reaction: reactants, conditions, products, and yield The reactants are NC1=NC=CC=C1OCCCN1C(SCC1=O)=O (3-[3-(2-aminopyridin-3-yloxy)propyl]thiazolidine-2,4-dione), ClCC=O (chloroacetaldehyde). The solvent is C(C)O (ethanol). Product: N=1C=CN2C1C(=CC=C2)OCCCN2C(SCC2=O)=O (3-[3-(imidazo[1,2-a]pyridin-8-yloxy)propyl]thiazolidine-2,4-dione). As a reaction SMILES: [NH2:1][C:2]1[C:7]([O:8][CH2:9][CH2:10][CH2:11][N:12]2[C:16](=[O:17])[CH2:15][S:14][C:13]2=[O:18])=[CH:6][CH:5]=[CH:4][N:3]=1.Cl[CH2:20][CH:21]=O>C(O)C>[N:1]1[CH:20]=[CH:21][N:3]2[CH:4]=[CH:5][CH:6]=[C:7]([O:8][CH2:9][CH2:10][CH2:11][N:12]3[C:16](=[O:17])[CH2:15][S:14][C:13]3=[O:18])[C:2]=12. Reported procedure: To a solution of 4.01 g (15 mmol) of 3-[3-(2-aminopyridin-3-yloxy)propyl]thiazolidine-2,4-dione in 40 ml of ethanol, 15 ml of a 40% chloroacetaldehyde solution was added at 60° C., followed by refluxing for 2 hours. After the reaction mixture was cooled, the solvent was distilled off. The residue was dissolved in chloroform, washed with saturated aqueous sodium hydrogen carbonate and dried, after which the solvent was distilled off. The residue was purified by column chromatography (eluent, n-he... The reactants are ClC1=NC2=CC=CC(=C2C(=N1)N1CCOCC1)C(F)(F)F (2-chloro-4-morpholino-5-trifluoromethyl-quinazoline), C1(CC1)C1=NOC(=N1)C[N+]#[C-] (3-cyclopropyl-5-isocyanomethyl-1,2,4-oxadiazole), CC(C)([O-])C.[K+] (potassium t-butoxide). The solvent is CN(C)C=O (DMF). Conditions: time 0.5 hour. Product: C1(CC1)C1=NOC(=N1)C=1N=CN2C1N=C(C1=C(C=CC=C21)C(F)(F)F)N2CCOCC2 (3-(3-Cyclopropyl-1,2,4-oxadiazol-5-yl)-5-morpholino-6-trifluoromethyl-imidazo[1,5-a]quinazoline). The yield is 40.4%. Reaction SMILES: Cl[C:2]1[N:11]=[C:10]([N:12]2[CH2:17][CH2:16][O:15][CH2:14][CH2:13]2)[C:9]2[C:4](=[CH:5][CH:6]=[CH:7][C:8]=2[C:18]([F:21])([F:20])[F:19])[N:3]=1.[CH:22]1([C:25]2[N:29]=[C:28]([CH2:30][N+:31]#[C-:32])[O:27][N:26]=2)[CH2:24][CH2:23]1.CC(C)([O-])C.[K+]>CN(C=O)C>[CH:22]1([C:25]2[N:29]=[C:28]([C:30]3[N:31]=[CH:32][N:3]4[C:4]5[C:9](=[C:8]([C:18]([F:21])([F:20])[F:19])[CH:7]=[CH:6][CH:5]=5)[C:10]([N:12]5[CH2:17][CH2:16][O:15][CH2:14][CH2:13]5)=[N:11][C:2]=34)[O:27][N:26]=2)[CH2:24][CH2:23]1 |f:2.3|. Procedure: To a stirred solution of 2-chloro-4-morpholino-5-trifluoromethyl-quinazoline (600 mg, 1.9 mmol) and 3-cyclopropyl-5-isocyanomethyl-1,2,4-oxadiazole (440 mg, 2.9 mmol) in dry DMF (15 ml) under nitrogen at 5°-10° C. was added solid potassium t-butoxide (330 mg, 2.9 mmol). The mixture was stirred at 5°-10° C. for 0.5 h and triturated with water (20 ml). The crystals were filtered off and washed with water (10 ml) and ethyl acetate. A final purification was done by stirring the crystals in acetone (... The reactants are N(=C=O)C1=C(C=CC=C1)[N+](=O)[O-] (1-isocyanato-2-nitrobenzene), N[C@@H](CCN1CCC(CC1)C=1C=C(C=CC1)NC(C(C)C)=O)C1=CC=CC=C1 (N-(3-{1-[(3S)-3-amino-3-phenylpropyl]-4-piperidinyl}phenyl)-2-methylpropanamide). The product is CC(C(=O)NC1=CC(=CC=C1)C1CCN(CC1)CC[C@@H](C1=CC=CC=C1)NC(=O)NC1=C(C=CC=C1)[N+](=O)[O-])C (2-METHYL-N-{3-[1-((3S)-3-{[(2-NITROANILINO)CARBONYL]AMINO}-3-PHENYLPROPYL)-4-PIPERIDINYL]PHENYL}PROPANAMIDE). Reported procedure: Prepared by Procedure P and Scheme AB using 1-isocyanato-2-nitrobenzene and N-(3-{1-[(3S)-3-amino-3-phenylpropyl]-4-piperidinyl}phenyl)-2-methylpropanamide: ESMS m/e: 543.6 (M+H)+. As a reaction SMILES: [N:1]([C:4]1[CH:9]=[CH:8][CH:7]=[CH:6][C:5]=1[N+:10]([O-:12])=[O:11])=[C:2]=[O:3].[NH2:13][C@H:14]([C:35]1[CH:40]=[CH:39][CH:38]=[CH:37][CH:36]=1)[CH2:15][CH2:16][N:17]1[CH2:22][CH2:21][CH:20]([C:23]2[CH:24]=[C:25]([NH:29][C:30](=[O:34])[CH:31]([CH3:33])[CH3:32])[CH:26]=[CH:27][CH:28]=2)[CH2:19][CH2:18]1>>[CH3:32][CH:31]([CH3:33])[C:30]([NH:29][C:25]1[CH:26]=[CH:27][CH:28]=[C:23]([CH:20]2[CH2:19][CH2:18][N:17]([CH2:16][CH2:15][C@H:14]([NH:13][C:2]([NH:1][C:4]3[CH:9]=[CH:8][CH:7]=[CH:6][C:5]=3[N+:10]([O-:12])=[O:11])=[O:3])[C:35]3[CH:36]=[CH:37][CH:38]=[CH:39][CH:40]=3)[CH2:22][CH2:21]2)[CH:24]=1)=[O:34].